This data is from the Open Reaction Database (ORD), a public repository of structured organic reaction records. The task is: describe an organic reaction: reactants, conditions, products, and yield Reported procedure: This compound was prepared following the procedure described in Example 138 (part B) starting with 3 g (7.9 mmol) of methyl 2-{2-[4-(1H-indol-3-yl)-piperidin-1-yl]-ethoxy}-benzoate, 0.54 g (13.5 mmol) of NaH in 60% of mineral oil and 1.04 mL (11.08 mmol) of bromoethylmethyl ether. The crude mixture was hydrolised following the procedure described in Example 138 (part C) and purified by chromatography over silica gel affording 1.3 g (39% of yield) of the desired product. The reactants are N1C=C(C2=CC=CC=C12)C1CCN(CC1)CCOC1=C(C(=O)OC)C=CC=C1 (methyl 2-{2-[4-(1H-indol-3-yl)-piperidin-1-yl]-ethoxy}-benzoate), crude mixture, [H-].[Na+] (NaH), BrCCOC (bromoethylmethyl ether). Product: COCCN1C=C(C2=CC=CC=C12)C1CCN(CC1)CCOC1=C(C(=O)O)C=CC=C1 (2-(2-{4-[1-(2-methoxy-ethyl)-1H-indol-3-yl]-piperidin-1-yl}-ethoxy)-benzoic acid). RXN SMILES: [NH:1]1[C:9]2[C:4](=[CH:5][CH:6]=[CH:7][CH:8]=2)[C:3]([CH:10]2[CH2:15][CH2:14][N:13]([CH2:16][CH2:17][O:18][C:19]3[CH:28]=[CH:27][CH:26]=[CH:25][C:20]=3[C:21]([O:23]C)=[O:22])[CH2:12][CH2:11]2)=[CH:2]1.[H-].[Na+].Br[CH2:32][CH2:33][O:34][CH3:35]>>[CH3:35][O:34][CH2:33][CH2:32][N:1]1[C:9]2[C:4](=[CH:5][CH:6]=[CH:7][CH:8]=2)[C:3]([CH:10]2[CH2:15][CH2:14][N:13]([CH2:16][CH2:17][O:18][C:19]3[CH:28]=[CH:27][CH:26]=[CH:25][C:20]=3[C:21]([OH:23])=[O:22])[CH2:12][CH2:11]2)=[CH:2]1 |f:1.2|.